From a dataset of the Open Reaction Database (ORD), a public repository of structured organic reaction records. describe an organic reaction: reactants, conditions, products, and yield The reactants are OC(C)(C)C=1C=CC(=NC1)C=1NC(C(N1)=O)(C)C(C)C (2-[5-(1-hydroxy-1-methylethyl)-2-pyridyl]-5-isopropyl-5-methyl-2-imidazolin-4-one), S(O)(O)(=O)=O (sulfuric acid), [OH-].[NH4+] (ammonium hydroxide). The solvent is ice. Yields the product C(=C)(C)C=1C=CC(=NC1)C=1NC(C(N1)=O)(C)C(C)C (2-(5-isopropenyl-2-pyridyl)-5-isopropyl-5-methyl-2-imidazolin-4-one). The yield is 95.5%. Reaction SMILES: O[C:2]([C:5]1[CH:6]=[CH:7][C:8]([C:11]2[NH:12][C:13]([CH:18]([CH3:20])[CH3:19])([CH3:17])[C:14](=[O:16])[N:15]=2)=[N:9][CH:10]=1)([CH3:4])[CH3:3].S(=O)(=O)(O)O.[OH-].[NH4+]>>[C:2]([C:5]1[CH:6]=[CH:7][C:8]([C:11]2[NH:12][C:13]([CH:18]([CH3:20])[CH3:19])([CH3:17])[C:14](=[O:16])[N:15]=2)=[N:9][CH:10]=1)([CH3:4])=[CH2:3] |f:2.3|. Reported procedure: To 6.4 g of 2-[5-(1-hydroxy-1-methylethyl)-2-pyridyl]-5-isopropyl-5-methyl-2-imidazolin-4-one is added with stirring and cooling (ice) 30 ml concentrated sulfuric acid. The mixture is stirred at room temperature for a further 30 minutes, then poured onto 100 ml ice. The pH of this mixture is adjusted to 4 with concentrated ammonium hydroxide and extracted with 3×200 ml ether. The combined extracts were washed with saturated brine, dried and concentrated to give 5.71 g yellow solid. Recrystallize... Reactants: CN(CCCNC1=NN2C(C(=C(C(=C2)C2=CC=NN2C2=CC=C(C#N)C=C2)C)C2=CC(=CC=C2)C(F)(F)F)=N1)C (4-{5-[2-(3-dimethylamino-propylamino)-7-methyl-8-(3-trifluoromethyl-phenyl)-[1,2,4]triazolo[1,5-a]pyridin-6-yl]-pyrazol-1-yl}-benzonitrile), COS(=O)(=O)C1=CC=CC=C1 (methylbenzenesulfonate). Run in CC(=O)C (acetone). Conditions: temperature 55 celsius. Product: C1(=CC=CC=C1)S(=O)(=O)[O-].C(#N)C1=CC=C(C=C1)N1N=CC=C1C=1C(=C(C=2N(C1)N=C(N2)NCCC[N+](C)(C)C)C2=CC(=CC=C2)C(F)(F)F)C ({3-[6-[2-(4-Cyano-phenyl)-2H-pyrazol-3-yl]-7-methyl-8-(3-trifluoromethyl-phenyl)-[1,2,4]triazolo[1,5-a]pyridin-2-ylamino]-propyl}-trimethyl-ammonium benzenesulfonate). Yield: 89.3%. As a reaction SMILES: [CH3:1][N:2]([CH3:40])[CH2:3][CH2:4][CH2:5][NH:6][C:7]1[N:39]=[C:10]2[C:11]([C:29]3[CH:34]=[CH:33][CH:32]=[C:31]([C:35]([F:38])([F:37])[F:36])[CH:30]=3)=[C:12]([CH3:28])[C:13]([C:15]3[N:19]([C:20]4[CH:27]=[CH:26][C:23]([C:24]#[N:25])=[CH:22][CH:21]=4)[N:18]=[CH:17][CH:16]=3)=[CH:14][N:9]2[N:8]=1.[CH3:41][O:42][S:43]([C:46]1[CH:51]=[CH:50][CH:49]=[CH:48][CH:47]=1)(=[O:45])=[O:44]>CC(C)=O>[C:46]1([S:43]([O-:45])(=[O:44])=[O:42])[CH:51]=[CH:50][CH:49]=[CH:48][CH:47]=1.[C:24]([C:23]1[CH:22]=[CH:21][C:20]([N:19]2[C:15]([C:13]3[C:12]([CH3:28])=[C:11]([C:29]4[CH:34]=[CH:33][CH:32]=[C:31]([C:35]([F:38])([F:36])[F:37])[CH:30]=4)[C:10]4[N:9]([N:8]=[C:7]([NH:6][CH2:5][CH2:4][CH2:3][N+:2]([CH3:41])([CH3:1])[CH3:40])[N:39]=4)[CH:14]=3)=[CH:16][CH:17]=[N:18]2)=[CH:27][CH:26]=1)#[N:25] |f:3.4|. Procedure: To a solution of 4-{5-[2-(3-dimethylamino-propylamino)-7-methyl-8-(3-trifluoromethyl-phenyl)-[1,2,4]triazolo[1,5-a]pyridin-6-yl]-pyrazol-1-yl}-benzonitrile (Ex. 28, 55 mg, 0.10 mmol) in acetone (0.44 mL) was added methylbenzenesulfonate (15 μL, 0.11 mmol) at ambient temperature. The reaction mixture was heated 55° C. for 1.5 hrs. The cooled reaction mixture was concentrated in vacuo to give a clear colorless oil. The oil thus obtained was triturated in diethyl ether and the resultant solid taken... Starting materials: C(C=CC1=CC=CC=C1)=O (cinnamaldehyde), NC1=CC=C(C=C1)CC(=O)O (p-aminophenylacetic acid), [As](O)(O)(O)=O (arsenic acid), P(O)(O)(O)=O (phosphoric acid), C1(=CC=CC=C1)C1=NC2=CC=C(C=C2C=C1)CC(=O)O (2-phenyl-6-quinolineacetic acid), C([O-])([O-])=O.[Na+].[Na+] (sodium carbonate), polyphosphoric acid, [OH-].[Na+] (sodium hydroxide). Solvent: C(C)O.O (ethanol water), CO.CCCCC (methanol pentane). Reaction conditions: temperature 120 celsius, time 2 hour. Yields the product CC(C(=O)O)C=1C=C2C=CC(=NC2=CC1)C1=CC=CC=C1 (α-Methyl-2-phenyl-6-quinolineacetic acid). As a reaction SMILES: C(=O)C=CC1C=CC=CC=1.NC1C=CC(CC(O)=O)=CC=1.[As](=O)(O)(O)O.P(=O)(O)(O)O.[OH-].[Na+].[C:34](=[O:37])([O-])[O-:35].[Na+].[Na+].[C:40]1([C:46]2[CH:55]=[CH:54][C:53]3[C:48](=[CH:49][CH:50]=[C:51]([CH2:56][C:57](O)=O)[CH:52]=3)[N:47]=2)[CH:45]=[CH:44][CH:43]=[CH:42][CH:41]=1>C(O)C.O.CO.CCCCC>[CH3:57][CH:56]([C:51]1[CH:52]=[C:53]2[C:48](=[CH:49][CH:50]=1)[N:47]=[C:46]([C:40]1[CH:45]=[CH:44][CH:43]=[CH:42][CH:41]=1)[CH:55]=[CH:54]2)[C:34]([OH:35])=[O:37] |f:4.5,6.7.8,10.11,12.13|. Reported procedure: 45 ml of cinnamaldehyde are added dropwise to a mixture of 38 g of p-aminophenylacetic acid, 71 g of arsenic acid and 300 ml of phosphoric acid. The reaction mixture is stirred for 2 hours at 120°C, 50 ml of polyphosphoric acid are then added and the whole is again stirred for 16 hours at 110°-120°C. The reaction mixture is cooled to 0°C and adjusted to a pH of 5-6 first with 2 N sodium hydroxide solution and then with solid sodium carbonate. This suspension is extracted with ethyl acetate and t...